Dataset: the Open Reaction Database (ORD), a public repository of structured organic reaction records. Task: describe an organic reaction: reactants, conditions, products, and yield The reactants are COCCBr, CCO, [K+], [K+], O=C([O-])[O-], c1cnc2ccc(Cc3nnc4ccc(-c5cn[nH]c5)nn34)cc2c1. Product: COCCn1cc(-c2ccc3nnc(Cc4ccc5ncccc5c4)n3n2)cn1. RXN SMILES: [CH3:32][O:33][CH2:34][CH2:35][Br:36].[CH3:37][CH2:38][OH:39].[K+:26].[K+:27].[O-:28][C:29]([O-:30])=[O:31].[nH:1]1[n:2][cH:3][c:4](-[c:6]2[cH:7][cH:8][c:9]3[n:10]([n:11]2)[c:12]([CH2:15][c:16]2[cH:17][c:18]4[cH:19][cH:20][cH:21][n:22][c:23]4[cH:24][cH:25]2)[n:13][n:14]3)[cH:5]1>>[n:1]1([CH2:35][CH2:34][O:33][CH3:32])[n:2][cH:3][c:4](-[c:6]2[cH:7][cH:8][c:9]3[n:10]([n:11]2)[c:12]([CH2:15][c:16]2[cH:17][c:18]4[cH:19][cH:20][cH:21][n:22][c:23]4[cH:24][cH:25]2)[n:13][n:14]3)[cH:5]1. The reactants are C1CC(=O)N(C1=O)Br (NBS), C1(=CC=CC=C1)CCSCCC1=C(OC2=C1C=CC=C2OCC(=O)OC)C (Methyl (3-(2-(2-phenylethylthio)ethyl)-2-methylbenzofuran-7-yloxy)acetate), O (water). Reported procedure: Methyl (3-(2-(2-phenylethylthio)ethyl)-2-methylbenzofuran-7-yloxy)acetate (340 mg) was dissolved in methanol (15 ml) and the obtained solution was cooled to −10° C. To this solution, NBS (190 mg) was added for 5 minutes and the resulting mixture was stirred at −10° C. for 30 minutes. This reaction solution was poured into water layer (100 ml) and the resultant was extracted twice with ethyl acetate (30 ml). The organic layers were combined and washed with saturated brine, followed by drying over... Run at temperature -10 celsius, time 30 minute. Product: C1(=CC=CC=C1)CCS(=O)CCC1=C(OC2=C1C=CC=C2OCC(=O)OC)C (Methyl (3-(2-(2-phenylethylsulfinyl)ethyl)-2-methylbenzofuran-7-yloxy)acetate). Yield: 63.5%. Solvent: CO (methanol). As a reaction SMILES: [C:1]1([CH2:7][CH2:8][S:9][CH2:10][CH2:11][C:12]2[C:16]3[CH:17]=[CH:18][CH:19]=[C:20]([O:21][CH2:22][C:23]([O:25][CH3:26])=[O:24])[C:15]=3[O:14][C:13]=2[CH3:27])[CH:6]=[CH:5][CH:4]=[CH:3][CH:2]=1.C1C(=O)N(Br)C(=[O:31])C1.O>CO>[C:1]1([CH2:7][CH2:8][S:9]([CH2:10][CH2:11][C:12]2[C:16]3[CH:17]=[CH:18][CH:19]=[C:20]([O:21][CH2:22][C:23]([O:25][CH3:26])=[O:24])[C:15]=3[O:14][C:13]=2[CH3:27])=[O:31])[CH:6]=[CH:5][CH:4]=[CH:3][CH:2]=1.